From a dataset of the Open Reaction Database (ORD), a public repository of structured organic reaction records. describe an organic reaction: reactants, conditions, products, and yield Reactants: C(C1=CC=CC=C1)(C1=CC=CC=C1)N (benzhydrylamine), ClC=1NCCN1 (2-chloro-2-imidazoline). Solvent: C(C)OCC (ethyl ether). RXN SMILES: [CH:1]([NH2:14])([C:8]1[CH:13]=[CH:12][CH:11]=[CH:10][CH:9]=1)[C:2]1[CH:7]=[CH:6][CH:5]=[CH:4][CH:3]=1.Cl[C:16]1[NH:17][CH2:18][CH2:19][N:20]=1>C(OCC)C>[CH:1]([N:14]=[C:16]1[NH:20][CH2:19][CH2:18][NH:17]1)([C:8]1[CH:9]=[CH:10][CH:11]=[CH:12][CH:13]=1)[C:2]1[CH:7]=[CH:6][CH:5]=[CH:4][CH:3]=1. Product: C(C1=CC=CC=C1)(C1=CC=CC=C1)N=C1NCCN1 (2-benzhydryliminoimidazolidine). Conditions: time 2 day. Procedure: A mixture of 2.26 g of benzhydrylamine and 30 ml of an ethyl ether solution containing 2.5 g of 2-chloro-2-imidazoline was allowed to stand at room temperature for 2 days. The reaction mixture was then treated in the same manner as in Synthesis Example 1 to give crystals of 2-benzhydryliminoimidazolidine. The crystals were dissolved in methanol and an equivalent amount of concentrated hydrochloric acid solution was added. The solution was distilled off in vacuo to give 3.2 g of 2-benzhydrylimino... The reactants are IC1=C2/C(/C(NC2=CC=C1)=O)=C/C=1NC=CC1 ((Z)-1,3-dihydro-4-iodo-3-[(1H-pyrrol-2-yl)methylene]-2H-indol-2-one), IC1=C2/C(/C(NC2=CC=C1)=O)=C/C=1NC=CC1 ((Z)-1,3-dihydro-4-iodo-3-[(1H-pyrrol-2-yl)methylene]-2H-indol-2-one), C(=O)([O-])[O-].[Na+].[Na+] (Na2CO3), O.NC=1C=C(C=CC1)B(O)O (3-aminophenylboronic acid monohydrate). Reagents/catalysts: C=1C=CC(=CC1)[P](C=2C=CC=CC2)(C=3C=CC=CC3)[Pd]([P](C=4C=CC=CC4)(C=5C=CC=CC5)C=6C=CC=CC6)([P](C=7C=CC=CC7)(C=8C=CC=CC8)C=9C=CC=CC9)[P](C=1C=CC=CC1)(C=1C=CC=CC1)C=1C=CC=CC1 ((Ph3P)4Pd). The solvent is COCCOC (1,2-dimethoxyethane). Reaction conditions: temperature 100 celsius. Yields the product NC=1C=C(C=CC1)C1=C2/C(/C(NC2=CC=C1)=O)=C/C=1NC=CC1 ((Z)-4-(3-aminophenyl)-1,3-dihydro-3-[(1H-pyrrol-2-yl)methylene]-2H-indol-2-one). The yield is 91.3%. As a reaction SMILES: I[C:2]1[CH:10]=[CH:9][CH:8]=[C:7]2[C:3]=1/[C:4](=[CH:12]/[C:13]1[NH:14][CH:15]=[CH:16][CH:17]=1)/[C:5](=[O:11])[NH:6]2.C([O-])([O-])=O.[Na+].[Na+].O.[NH2:25][C:26]1[CH:27]=[C:28](B(O)O)[CH:29]=[CH:30][CH:31]=1>C1C=CC([P]([Pd]([P](C2C=CC=CC=2)(C2C=CC=CC=2)C2C=CC=CC=2)([P](C2C=CC=CC=2)(C2C=CC=CC=2)C2C=CC=CC=2)[P](C2C=CC=CC=2)(C2C=CC=CC=2)C2C=CC=CC=2)(C2C=CC=CC=2)C2C=CC=CC=2)=CC=1.COCCOC>[NH2:25][C:26]1[CH:31]=[C:30]([C:2]2[CH:10]=[CH:9][CH:8]=[C:7]3[C:3]=2/[C:4](=[CH:12]/[C:13]2[NH:14][CH:15]=[CH:16][CH:17]=2)/[C:5](=[O:11])[NH:6]3)[CH:29]=[CH:28][CH:27]=1 |f:1.2.3,4.5,^1:38,40,59,78|. Reported procedure: A solution of (Z)-1,3-dihydro-4-iodo-3-[(1H-pyrrol-2-yl)methylene]-2H-indol-2-one (500 mg, 1.49 mmol) (Starting Material 1), 2M aqueous Na2CO3 solution (1.49 mL, 2.98 mmol), (Ph3P)4Pd (86 mg, 0.074 mmol) (Aldrich), and 3-aminophenylboronic acid monohydrate (253 mg, 1.63 mmol) (Lancaster) in 10 mL of a 3:1 mixture of 1,2-dimethoxyethane:distilled water was heated at 100° C. under a nitrogen atmosphere for 96 h. The reaction mixture was allowed to cool to room temperature and then directly purifie...